This data is from the Open Reaction Database (ORD), a public repository of structured organic reaction records. The task is: describe an organic reaction: reactants, conditions, products, and yield Starting materials: ClC1=NC=C(C(=N1)C(F)(F)F)C(=O)OC (2-chloro-5-methoxycarbonyl-4-trifluoromethylpyrimidine), C(C)OC1=CC=C(N)C=C1 (4-ethoxyaniline), C(C)OC1=C(C=CC=C1)NC1=NC=C(C(=N1)C(F)(F)F)C(=O)OC (N2-(2-ethoxyphenyl)-5-methoxycarbonyl-4-trifluoromethyl-2-pyrimidineamine). Product: C(C)OC1=CC=C(C=C1)NC1=NC=C(C(=N1)C(F)(F)F)C(=O)OC (N2-(4-Ethoxyphenyl)-5-methoxycarbonyl-4-trifluoromethyl-2-pyrimidineamine). As a reaction SMILES: Cl[C:2]1[N:7]=[C:6]([C:8]([F:11])([F:10])[F:9])[C:5]([C:12]([O:14][CH3:15])=[O:13])=[CH:4][N:3]=1.[CH2:16]([O:18][C:19]1[CH:25]=[CH:24][C:22]([NH2:23])=[CH:21][CH:20]=1)[CH3:17].C(OC1C=CC=CC=1NC1N=C(C(F)(F)F)C(C(OC)=O)=CN=1)C>>[CH2:16]([O:18][C:19]1[CH:25]=[CH:24][C:22]([NH:23][C:2]2[N:7]=[C:6]([C:8]([F:11])([F:10])[F:9])[C:5]([C:12]([O:14][CH3:15])=[O:13])=[CH:4][N:3]=2)=[CH:21][CH:20]=1)[CH3:17]. Reported procedure: In like manner to the preparation of N-(2-chloro-5-ethoxycarbonyl-4-pyrimidinyl)-L-phenylalanine Ethyl Ester, 2-chloro-5-methoxycarbonyl-4-trifluoromethylpyrimidine and 4-ethoxyaniline were reacted to prepare N2-(2-ethoxyphenyl)-5-methoxycarbonyl-4-trifluoromethyl-2-pyrimidineamine. 1H NMR (CDCl3): δ 8.98 (s, 1H), 7.47 (m, 3H), 6.91 (dd, 2H, J=2.1 and 6.9 Hz), 4.05 (q, 2H, 6.9 Hz), 1.42 (t, 3H, J=6.8 Hz); 19F NMR (CDCl3): −19105; LCMS: ret. time: 33.87 min; purity: 100%; MS (m/e): 342 (MH+).